Task: describe an organic reaction: reactants, conditions, products, and yield. Dataset: the Open Reaction Database (ORD), a public repository of structured organic reaction records Reactants: C1=CN(C=N1)C(=O)N2C=CN=C2 (CDI), C(C)OC(=O)C1=CNC(CC2=C1NC=1C=CC=CC21)C(=O)O (1,2,3,6-tetrahydroazepino[4,5-b]indole-2,5-dicarboxylic acid 5-ethyl ester), N1CCCCC1 (piperidine). The solvent is C(Cl)Cl (DCM). Reaction conditions: temperature 20 celsius, time 1 hour. The product is N1(CCCCC1)C(=O)C1CC2=C(NC=3C=CC=CC23)C(=CN1)C(=O)OCC (Ethyl 2-(Piperidine-1-Carbonyl)-1,2,3,6-Tetrahydroazepino[4,5-b]Indole-5-Carboxylate). RXN SMILES: [CH2:1]([O:3][C:4]([C:6]1[C:12]2[NH:13][C:14]3[CH:15]=[CH:16][CH:17]=[CH:18][C:19]=3[C:11]=2[CH2:10][CH:9]([C:20](O)=[O:21])[NH:8][CH:7]=1)=[O:5])[CH3:2].C1N=CN(C(N2C=NC=C2)=O)C=1.[NH:35]1[CH2:40][CH2:39][CH2:38][CH2:37][CH2:36]1>C(Cl)Cl>[N:35]1([C:20]([CH:9]2[NH:8][CH:7]=[C:6]([C:4]([O:3][CH2:1][CH3:2])=[O:5])[C:12]3[NH:13][C:14]4[CH:15]=[CH:16][CH:17]=[CH:18][C:19]=4[C:11]=3[CH2:10]2)=[O:21])[CH2:40][CH2:39][CH2:38][CH2:37][CH2:36]1. Procedure: To a suspension of 1,2,3,6-tetrahydroazepino[4,5-b]indole-2,5-dicarboxylic acid 5-ethyl ester (45 mg, 0.15 mmol) in DCM (3 mL) was added CDI (27 mg, 1.1 equiv.). After stirring for 1 hour at 20° C., piperidine (23 μL, 1.5 equiv.) was added. The mixture was stirred overnight at 20° C. and a clear solution was obtained. Evaporation of solvent gave a crude product, which was purified by trituration with MeOH to afford the title compound (22 mg); 1H-NMR (CDCl3): δ 10.44 (1H, br s), 7.95 (1H, d), 7.3... Reactants: Cc1ccc(S(=O)(=O)OCC2Cc3ccc(Cl)c(-c4ccccc4C)c3O2)cc1, [N-]=[N+]=[N-], [Na+]. The product is Cc1ccccc1-c1c(Cl)ccc2c1OC(CN=[N+]=[N-])C2. Reaction SMILES: [CH3:1][c:2]1[cH:3][cH:4][c:5]([S:6]([O:7][CH2:12][CH:13]2[O:14][c:15]3[c:16]([cH:18][cH:19][c:20]([Cl:29])[c:21]3-[c:22]3[c:23]([CH3:28])[cH:24][cH:25][cH:26][cH:27]3)[CH2:17]2)(=[O:8])=[O:9])[cH:10][cH:11]1.[N-:31]=[N+:32]=[N-:33].[Na+:30]>>[CH2:12]([CH:13]1[O:14][c:15]2[c:16]([cH:18][cH:19][c:20]([Cl:29])[c:21]2-[c:22]2[c:23]([CH3:28])[cH:24][cH:25][cH:26][cH:27]2)[CH2:17]1)[N:31]=[N+:32]=[N-:33]. The reactants are solution, CC(C[Mg]Cl)CCCC(CCCC(C)C)C ((2RS,6RS)-2,6,10-trimethyl-1-undecyl-magnesium chloride), BrCC (bromoethane), di-lithium tetrachlorocuprate, C(C)[Mg]Br (ethyl-magnesium bromide), [Mg] (magnesium), CC1(OC2=C(C(=C(C(=C2CC1)C)O)C)C)CCBr ((2RS)-2,5,7,8-tetramethyl-6-hydroxy-2-(2-bromoethyl)-chroman). Solvent: C1CCOC1 (THF), C1CCOC1 (THF), C1CCOC1 (THF), C1CCOC1 (THF). Conditions: time 1 hour. The product is CC1=C(C2=C(C(=C1O)C)CC[C@@](O2)(C)CCC[C@H](C)CCC[C@H](C)CCCC(C)C)C (α-tocopherol). Yield: 86.0%. RXN SMILES: [CH3:1][C:2]1([CH2:16][CH2:17]Br)[CH2:11][CH2:10][C:9]2[C:4](=[C:5]([CH3:15])[C:6]([CH3:14])=[C:7]([OH:13])[C:8]=2[CH3:12])[O:3]1.C([Mg]Br)C.[Mg].BrCC.[CH3:27][CH:28]([CH2:32][CH2:33][CH2:34][CH:35]([CH3:42])[CH2:36][CH2:37][CH2:38][CH:39]([CH3:41])[CH3:40])[CH2:29][Mg]Cl>C1COCC1>[CH3:14][C:6]1[C:7]([OH:13])=[C:8]([CH3:12])[C:9]2[CH2:10][CH2:11][C@:2]([CH2:16][CH2:17][CH2:41][C@@H:39]([CH2:38][CH2:37][CH2:36][C@@H:35]([CH2:34][CH2:33][CH2:32][CH:28]([CH3:29])[CH3:27])[CH3:42])[CH3:40])([CH3:1])[O:3][C:4]=2[C:5]=1[CH3:15]. Procedure: 3.13 g (10 millimoles) of (2RS)-2,5,7,8-tetramethyl-6-hydroxy-2-(2-bromoethyl)-chroman were dissolved in 10 ml of absolute THF. A solution of ethyl-magnesium bromide which had been prepared by reacting 0.25 g (10.3 millimoles) of magnesium in 3 ml of THF with a solution of 1.1 g (10.0 millimoles) of bromoethane in 5 ml of THF and stirring for 1 hour at +40° C. was added dropwise to the above solution at -20° C. The resulting reaction mixture was stirred for 1 hour at -20° C. and then there were ... Starting materials: ClCCl, CN(C)C=O, COc1ccc(C(CC2CCCC2)C(=O)O)cc1, CCN(C(C)C)C(C)C, O=C(Cl)C(=O)Cl, Nc1nccs1, C1CCOC1. Yields the product COc1ccc(C(CC2CCCC2)C(=O)Nc2nccs2)cc1. Reaction SMILES: [CH2:40]([Cl:41])[Cl:42].[CH3:48][N:49]([CH3:50])[CH:51]=[O:52].[CH:1]1([CH2:6][CH:7]([C:8](=[O:9])[OH:10])[c:11]2[cH:12][cH:13][c:14]([O:17][CH3:18])[cH:15][cH:16]2)[CH2:2][CH2:3][CH2:4][CH2:5]1.[CH:31]([N:32]([CH2:33][CH3:34])[CH:35]([CH3:36])[CH3:37])([CH3:38])[CH3:39].[Cl:19][C:20]([C:21]([Cl:22])=[O:23])=[O:24].[NH2:25][c:26]1[s:27][cH:28][cH:29][n:30]1.[O:43]1[CH2:44][CH2:45][CH2:46][CH2:47]1>>[CH:1]1([CH2:6][CH:7]([C:8](=[O:10])[NH:25][c:26]2[s:27][cH:28][cH:29][n:30]2)[c:11]2[cH:12][cH:13][c:14]([O:17][CH3:18])[cH:15][cH:16]2)[CH2:2][CH2:3][CH2:4][CH2:5]1.